From a dataset of the Open Reaction Database (ORD), a public repository of structured organic reaction records. describe an organic reaction: reactants, conditions, products, and yield Run in O1CCCC1 (tetrahydrofuran), O1CCCC1 (tetrahydrofuran). Run at temperature 0 celsius, time 30 minute. The reactants are C(C)(=O)OCC (Ethyl acetate), COC1=C(C=CC2=CC=CC=C12)C(=O)OC (Methyl 1-methoxy-naphthalene-2-carboxylate), solution, [H-].[Al+3].[Li+].[H-].[H-].[H-] (lithium aluminum hydride). Isolated yield 104.6%. Procedure details: The product of Step A (4.5 g, 20.83 mmol) was dissolved in anhydrous tetrahydrofuran (100 mL) and cooled to 0° C. To this solution was added a 1 M solution of lithium aluminum hydride in tetrahydrofuran (31 mL). The mixture was stirred at this temperature for 30 min, allowed to warm up to room temperature, and stirred for an additional 30 min. Ethyl acetate (200 mL) was then added carefully to the reaction mixture to destroy the excess of lithium aluminum hydride. The mixture was then diluted wi... The product is OCC1=C(C2=CC=CC=C2C=C1)OC (2-Hydroxymethyl-1-methoxy-naphthalene). Reaction SMILES: [CH3:1][O:2][C:3]1[C:12]2[C:7](=[CH:8][CH:9]=[CH:10][CH:11]=2)[CH:6]=[CH:5][C:4]=1[C:13](OC)=[O:14].[H-].[Al+3].[Li+].[H-].[H-].[H-].C(OCC)(=O)C>O1CCCC1>[OH:14][CH2:13][C:4]1[CH:5]=[CH:6][C:7]2[C:12](=[CH:11][CH:10]=[CH:9][CH:8]=2)[C:3]=1[O:2][CH3:1] |f:1.2.3.4.5.6|. Reaction conditions: temperature 0 celsius. Procedure details: 128.98 Grams (1 mole) of 2-ethyl-1-hexylamine and 500 ml of toluene were charged to a flask equipped with dropping funnel, thermometer, condenser, stirrer, Dean & Stark trap and condenser. The contents of the flask were refluxed for 3 hours to remove water, then cooled to 0° C. 99.6 Grams (1 mole) of butyl isocyanate were charged to the dropping funnel and added during 1 hr. 5 min. to the stirred flask contents. The flask contents remained at 30° C. or less during the addition. Reaction SMILES: [CH2:1]([CH:3]([CH2:6][CH2:7][CH2:8][CH3:9])[CH2:4][NH2:5])[CH3:2].[CH2:10]([N:14]=[C:15]=[O:16])[CH2:11][CH2:12][CH3:13]>C1(C)C=CC=CC=1>[CH2:10]([NH:14][C:15]([NH:5][CH2:4][CH:3]([CH2:1][CH3:2])[CH2:6][CH2:7][CH2:8][CH3:9])=[O:16])[CH2:11][CH2:12][CH3:13]. Run in C1(=CC=CC=C1)C (toluene). The product is C(CCC)NC(=O)NCC(CCCC)CC (N-butyl-N'-(2-Ethyl-1-Hexyl) Urea). Reactants: C(C)C(CN)CCCC (2-ethyl-1-hexylamine), C(CCC)N=C=O (butyl isocyanate). Reactants: O=C[C@H](O)[C@@H](O)[C@H](O)[C@H](O)CO (D-glucose), TEA, [C@@H]12[C@@H](CCCC1)C(=O)OC2=O (cis-1,2-cyclohexanedicarboxylic anhydride). The reagents and catalysts are CN(C)C1=CC=NC=C1 (4-(N,N-dimethylamino)pyridine). The solvent is C1CCOC1 (THF), C1CCOC1 (THF). Yields the product C(=O)(O)C1C(CCCC1)C(=O)O.O=C[C@H](O)[C@@H](O)[C@H](O)[C@H](O)CO.O=C[C@H](O)[C@@H](O)[C@H](O)[C@H](O)CO.O=C[C@H](O)[C@@H](O)[C@H](O)[C@H](O)CO.O=C[C@H](O)[C@@H](O)[C@H](O)[C@H](O)CO.O=C[C@H](O)[C@@H](O)[C@H](O)[C@H](O)CO (pentakis-D-glucose (2-carboxycyclohexyl)carboxylate). Isolated yield 806.5%. As a reaction SMILES: [O:1]=[CH:2][C@@H:3]([C@H:5]([C@@H:7]([C@@H:9]([CH2:11][OH:12])[OH:10])[OH:8])[OH:6])[OH:4].[C@@H:13]12[C:22](=[O:23])[O:21][C:19](=[O:20])[C@@H:14]1[CH2:15][CH2:16][CH2:17][CH2:18]2>CN(C1C=CN=CC=1)C.C1COCC1>[C:22]([CH:13]1[CH2:18][CH2:17][CH2:16][CH2:15][CH:14]1[C:19]([OH:1])=[O:20])([OH:21])=[O:23].[O:1]=[CH:2][C@@H:3]([C@H:5]([C@@H:7]([C@@H:9]([CH2:11][OH:12])[OH:10])[OH:8])[OH:6])[OH:4].[O:1]=[CH:2][C@@H:3]([C@H:5]([C@@H:7]([C@@H:9]([CH2:11][OH:12])[OH:10])[OH:8])[OH:6])[OH:4].[O:1]=[CH:2][C@@H:3]([C@H:5]([C@@H:7]([C@@H:9]([CH2:11][OH:12])[OH:10])[OH:8])[OH:6])[OH:4].[O:1]=[CH:2][C@@H:3]([C@H:5]([C@@H:7]([C@@H:9]([CH2:11][OH:12])[OH:10])[OH:8])[OH:6])[OH:4].[O:1]=[CH:2][C@@H:3]([C@H:5]([C@@H:7]([C@@H:9]([CH2:11][OH:12])[OH:10])[OH:8])[OH:6])[OH:4] |f:4.5.6.7.8.9|. Procedure details: To a mixture of 20.0 g of D-glucose, 3.4 g of 4-(N,N-dimethylamino)pyridine, 68.0 g of TEA and 440 g of THF, a solution of 86.0 g of cis-1,2-cyclohexanedicarboxylic anhydride and 88 g of THF was added with stirring at room temperature, then the added mixture was stirred for 3 days. After the stirring, the solvent was removed from the resulting mixture under reduced pressure. To the concentrate, 600 g of chloroform and 300 g of ion-exchanged water was added, and was neutralized with hydrochloric ...